From a dataset of the Open Reaction Database (ORD), a public repository of structured organic reaction records. describe an organic reaction: reactants, conditions, products, and yield The reactants are C(C)C(CC)C=1C=2N(N=C(C1)C)C(=C(N2)C)C2=C(N=C(S2)Br)C (8-(1-ethyl-propyl)-3-[2-bromo-4-methyl-5-thiazolyl]-2,6-dimethyl-imidazo[1,2-b]pyridazine), N1=CC(=CC=C1)B(O)O (pyridine-3-boronic acid), C(=O)([O-])[O-].[Na+].[Na+] (Na2CO3), COCCOC (DME). Reagents/catalysts: C=1C=CC(=CC1)[P](C=2C=CC=CC2)(C=3C=CC=CC3)[Pd]([P](C=4C=CC=CC4)(C=5C=CC=CC5)C=6C=CC=CC6)([P](C=7C=CC=CC7)(C=8C=CC=CC8)C=9C=CC=CC9)[P](C=1C=CC=CC1)(C=1C=CC=CC1)C=1C=CC=CC1 (Pd(PPh3)4). Run in CCO (EtOH), O (H2O). Product: C(C)C(CC)C=1C=2N(N=C(C1)C)C(=C(N2)C)C2=C(N=C(S2)C=2C=NC=CC2)C (8-(1-ethyl-propyl)-3-[4-methyl-2-(3-pyridyl)-5-thiazolyl]-2,6-dimethyl-imidazo[1,2-b]pyridazine). Yield: 64.6%. As a reaction SMILES: [CH2:1]([CH:3]([C:6]1[C:7]2[N:8]([C:13]([C:17]3[S:21][C:20](Br)=[N:19][C:18]=3[CH3:23])=[C:14]([CH3:16])[N:15]=2)[N:9]=[C:10]([CH3:12])[CH:11]=1)[CH2:4][CH3:5])[CH3:2].[N:24]1[CH:29]=[CH:28][CH:27]=[C:26](B(O)O)[CH:25]=1.C([O-])([O-])=O.[Na+].[Na+].COCCOC>C1C=CC([P]([Pd]([P](C2C=CC=CC=2)(C2C=CC=CC=2)C2C=CC=CC=2)([P](C2C=CC=CC=2)(C2C=CC=CC=2)C2C=CC=CC=2)[P](C2C=CC=CC=2)(C2C=CC=CC=2)C2C=CC=CC=2)(C2C=CC=CC=2)C2C=CC=CC=2)=CC=1.CCO.O>[CH2:1]([CH:3]([C:6]1[C:7]2[N:8]([C:13]([C:17]3[S:21][C:20]([C:26]4[CH:25]=[N:24][CH:29]=[CH:28][CH:27]=4)=[N:19][C:18]=3[CH3:23])=[C:14]([CH3:16])[N:15]=2)[N:9]=[C:10]([CH3:12])[CH:11]=1)[CH2:4][CH3:5])[CH3:2] |f:2.3.4,^1:48,50,69,88|. Reported procedure: To a microwave pressure tube is added 0.070 g (0.178 mmol) of 8-(1-ethyl-propyl)-3-[2-bromo-4-methyl-5-thiazolyl]-2,6-dimethyl-imidazo[1,2-b]pyridazine, 0.066 g (0.534 mmol) of pyridine-3-boronic acid, 0.103 g (0.089 mmol) of Pd(PPh3)4, 0.267 mL (0.534 mmol) of 2 M aqueous Na2CO3, and 1 mL 7:3:2 DME:H2O:EtOH, and the mixture is heated at 160° C. for 60 min. The reaction mixture is partitioned between 25 mL of ethyl acetate and 25 mL of water. The layers are separated and the aqueous is extracted... Reactants: CO, Cc1ccc(C)c(C(=O)O)c1, O=S(=O)(O)O. Yields the product COC(=O)c1cc(C)ccc1C. RXN SMILES: [CH3:17][OH:18].[CH3:1][c:2]1[c:3]([C:4](=[O:5])[OH:6])[cH:7][c:8]([CH3:11])[cH:9][cH:10]1.[S:12](=[O:13])(=[O:14])([OH:15])[OH:16]>>[CH3:1][c:2]1[c:3]([C:4]([O:5][CH3:17])=[O:6])[cH:7][c:8]([CH3:11])[cH:9][cH:10]1. Reactants: CN1CCCNCC1, COCCOc1cc(F)ccc1C(=O)Nc1ccc(F)cc1C(=O)Nc1ccc(Cl)cn1. Yields the product COCCOc1cc(N2CCCN(C)CC2)ccc1C(=O)Nc1ccc(F)cc1C(=O)Nc1ccc(Cl)cn1. RXN SMILES: [CH3:33][N:34]1[CH2:35][CH2:36][NH:37][CH2:38][CH2:39][CH2:40]1.[F:1][c:2]1[cH:3][cH:4][c:5]([NH:18][C:19]([c:20]2[c:21]([O:27][CH2:28][CH2:29][O:30][CH3:31])[cH:22][c:23]([F:26])[cH:24][cH:25]2)=[O:32])[c:6]([C:7](=[O:8])[NH:9][c:10]2[n:11][cH:12][c:13]([Cl:16])[cH:14][cH:15]2)[cH:17]1>>[F:1][c:2]1[cH:3][cH:4][c:5]([NH:18][C:19]([c:20]2[c:21]([O:27][CH2:28][CH2:29][O:30][CH3:31])[cH:22][c:23]([N:37]3[CH2:36][CH2:35][N:34]([CH3:33])[CH2:40][CH2:39][CH2:38]3)[cH:24][cH:25]2)=[O:32])[c:6]([C:7](=[O:8])[NH:9][c:10]2[n:11][cH:12][c:13]([Cl:16])[cH:14][cH:15]2)[cH:17]1.